From a dataset of the Open Reaction Database (ORD), a public repository of structured organic reaction records. describe an organic reaction: reactants, conditions, products, and yield The reactants are CO, CN(Cc1ccc(F)cc1)C1CCCCC1[N+](=O)[O-], O. Product: CN(Cc1ccc(F)cc1)C1CCCCC1N. As a reaction SMILES: [CH3:20][OH:21].[F:1][c:2]1[cH:3][cH:4][c:5]([CH2:6][N:7]([CH:8]2[CH:9]([N+:14]([O-:15])=[O:16])[CH2:10][CH2:11][CH2:12][CH2:13]2)[CH3:17])[cH:18][cH:19]1.[OH2:22]>>[F:1][c:2]1[cH:3][cH:4][c:5]([CH2:6][N:7]([CH:8]2[CH:9]([NH2:14])[CH2:10][CH2:11][CH2:12][CH2:13]2)[CH3:17])[cH:18][cH:19]1.